From a dataset of the Open Reaction Database (ORD), a public repository of structured organic reaction records. describe an organic reaction: reactants, conditions, products, and yield The reactants are C(C)OC(C[C@H](N(C(C)=O)N1C([C@H](C[C@H]1C)NC(=O)OC(C)(C)C)=O)C#C)=O ((3(S)-tert-butoxycarbonylamino-5(R)-methyl-2-oxo-pyrrolidin-1-yl)-acetyl-3(S)-ethynyl-β-alanine ethyl ester), Cl (HCl). Run in CCOC(=O)C (EtOAc). Conditions: time 5 minute. The product is Cl.C(C)OC(C[C@H](N(C(C)=O)N1C([C@H](C[C@H]1C)N)=O)C#C)=O ((3(S)-amino-5(R)-methyl-2-oxo-pyrrolidin-1-yl)-acetyl-3(S)-ethynyl-β-alanine ethyl ester hydrochloride). RXN SMILES: [CH2:1]([O:3][C:4](=[O:28])[CH2:5][C@@H:6]([C:26]#[CH:27])[N:7]([N:11]1[C@H:15]([CH3:16])[CH2:14][C@H:13]([NH:17]C(OC(C)(C)C)=O)[C:12]1=[O:25])[C:8](=[O:10])[CH3:9])[CH3:2].[ClH:29]>CCOC(C)=O>[ClH:29].[CH2:1]([O:3][C:4](=[O:28])[CH2:5][C@@H:6]([C:26]#[CH:27])[N:7]([N:11]1[C@H:15]([CH3:16])[CH2:14][C@H:13]([NH2:17])[C:12]1=[O:25])[C:8](=[O:10])[CH3:9])[CH3:2] |f:3.4|. Reported procedure: To a solution of 13-10 (550 mg, 1.39 mmol) in EtOAc at 0° C. was bubbled HCl gas for 5 minutes. The reaction was stirred an additional 5 minutes, followed by removal of the cooling bath and then purged with Argon for 20 minutes. Evaporative removal of the solvent gave 13-11 as a white solid.